This data is from the Open Reaction Database (ORD), a public repository of structured organic reaction records. The task is: describe an organic reaction: reactants, conditions, products, and yield Reactants: ClCCl, CC(C)(C)OC(=O)Cc1ccc(C(F)(F)F)cc1[N+](=O)[O-], O=C(O)C(F)(F)F. The product is O=C(O)Cc1ccc(C(F)(F)F)cc1[N+](=O)[O-]. RXN SMILES: [CH2:29]([Cl:30])[Cl:31].[N+:1](=[O:2])([O-:3])[c:4]1[c:5]([CH2:14][C:15](=[O:16])[O:17][C:18]([CH3:19])([CH3:20])[CH3:21])[cH:6][cH:7][c:8]([C:10]([F:11])([F:12])[F:13])[cH:9]1.[OH:22][C:23]([C:24]([F:25])([F:26])[F:27])=[O:28]>>[N+:1](=[O:2])([O-:3])[c:4]1[c:5]([CH2:14][C:15](=[O:16])[OH:17])[cH:6][cH:7][c:8]([C:10]([F:11])([F:12])[F:13])[cH:9]1. Starting materials: Cc1[nH]c(=S)[nH]c(=O)c1Cc1ccccc1, CCO, CI, [Na+], [OH-], O. Yields the product CSc1nc(C)c(Cc2ccccc2)c(=O)[nH]1. Reaction SMILES: [CH2:1]([c:2]1[cH:3][cH:4][cH:5][cH:6][cH:7]1)[c:8]1[c:9](=[O:16])[nH:10][c:11](=[S:15])[nH:12][c:13]1[CH3:14].[CH3:19][CH2:20][OH:21].[CH3:22][I:23].[Na+:18].[OH-:17].[OH2:24]>>[CH2:1]([c:2]1[cH:3][cH:4][cH:5][cH:6][cH:7]1)[c:8]1[c:9](=[O:16])[nH:10][c:11]([S:15][CH3:19])[n:12][c:13]1[CH3:14]. The reactants are ClC1=CN=C(C(=N1)C(=O)OCC)C (ethyl 6-chloro-3-methylpyrazine-2-carboxylate), C(C(C)C)B(O)O (isobutylboronic acid), C([O-])([O-])=O.[K+].[K+] (potassium carbonate). The reagents and catalysts are C1=CC=C(C=C1)P([C-]2C=CC=C2)C3=CC=CC=C3.C1=CC=C(C=C1)P([C-]2C=CC=C2)C3=CC=CC=C3.Cl[Pd]Cl.[Fe+2] ([1,1′-bis(diphenylphosphino)ferrocene]dichloropalladium(II)). Solvent: O1CCOCC1 (1,4-dioxane), C(C)(=O)OCC (ethyl acetate). Conditions: temperature 100 celsius. Yields the product C(C(C)C)C1=CN=C(C(=N1)C(=O)OCC)C (ethyl 6-isobutyl-3-methylpyrazine-2-carboxylate). Reaction SMILES: Cl[C:2]1[N:7]=[C:6]([C:8]([O:10][CH2:11][CH3:12])=[O:9])[C:5]([CH3:13])=[N:4][CH:3]=1.[CH2:14](B(O)O)[CH:15]([CH3:17])[CH3:16].C(=O)([O-])[O-].[K+].[K+]>O1CCOCC1.C(OCC)(=O)C.C1C=CC(P(C2C=CC=CC=2)[C-]2C=CC=C2)=CC=1.C1C=CC(P(C2C=CC=CC=2)[C-]2C=CC=C2)=CC=1.Cl[Pd]Cl.[Fe+2]>[CH2:14]([C:2]1[N:7]=[C:6]([C:8]([O:10][CH2:11][CH3:12])=[O:9])[C:5]([CH3:13])=[N:4][CH:3]=1)[CH:15]([CH3:17])[CH3:16] |f:2.3.4,7.8.9.10|. Reported procedure: A suspension of ethyl 6-chloro-3-methylpyrazine-2-carboxylate (1.94 g, 9.67 mmol), isobutylboronic acid (1.97 g, 19.3 mmol), [1,1′-bis(diphenylphosphino)ferrocene]dichloropalladium(II)(212 mg, 0.290 mmol), and potassium carbonate (2.67 g, 19.3 mmol) in 1,4-dioxane (30 mL) was heated at 100° C. for 4.5 h. After being cooled to ambient temperature, the reaction mixture was diluted with ethyl acetate and filtrated through celite with ethyl acetate. The filtrate was combined and concentrated in vacu... Reactants: C(C)(C)(C)N1S(C(=C(C1=O)Cl)C1=CC=CC=C1)(=O)=O (2-tert-Butyl-4-chloro-5-phenylisothiazol-3(2H)-one 1,1-dioxide), Cl.Cl.COC1=CC=C(N=N1)N1CCC(CC1)N (1-(6-methoxypyridazin-3-yl)piperidin-4-amine dihydrochloride), TEA. Solvent: CN(C)C=O (DMF), O (water). Reaction conditions: temperature 120 celsius. Yields the product C(C)(C)(C)N1S(C(=C(C1=O)NC1CCN(CC1)C=1N=NC(=CC1)OC)C1=CC=CC=C1)(=O)=O (2-tert-Butyl-4-{[1-(6-methoxypyridazin-3-yl)piperidin-4-yl]amino}-5-phenylisothiazol-3(2H)-one 1,1-dioxide). Yield: 49.2%. Reaction SMILES: [C:1]([N:5]1[C:9](=[O:10])[C:8](Cl)=[C:7]([C:12]2[CH:17]=[CH:16][CH:15]=[CH:14][CH:13]=2)[S:6]1(=[O:19])=[O:18])([CH3:4])([CH3:3])[CH3:2].Cl.Cl.[CH3:22][O:23][C:24]1[N:29]=[N:28][C:27]([N:30]2[CH2:35][CH2:34][CH:33]([NH2:36])[CH2:32][CH2:31]2)=[CH:26][CH:25]=1>CN(C=O)C.O>[C:1]([N:5]1[C:9](=[O:10])[C:8]([NH:36][CH:33]2[CH2:34][CH2:35][N:30]([C:27]3[N:28]=[N:29][C:24]([O:23][CH3:22])=[CH:25][CH:26]=3)[CH2:31][CH2:32]2)=[C:7]([C:12]2[CH:17]=[CH:16][CH:15]=[CH:14][CH:13]=2)[S:6]1(=[O:19])=[O:18])([CH3:4])([CH3:3])[CH3:2] |f:1.2.3|. Procedure details: 2-tert-Butyl-4-chloro-5-phenylisothiazol-3(2H)-one 1,1-dioxide (0.300 g, 1.00 mmol), 1-(6-methoxypyridazin-3-yl)piperidin-4-amine dihydrochloride (0.349 g, 1.24 mmol) and TEA (0.405 g, 4.00 mmol) was dissolved in dry DMF (10 ml) and heated in a microwave reactor at 120° C. for 30 mins. The reaction mixture was diluted with water (200 ml) and extracted with EtOAc (200 ml). The organic phase was dried over MgSO4, filtered and evaporated. The residue was purified by silica gel column chromatography... Starting materials: FC=1C(=C(C(=O)NOCCO)C=C(C1F)/C=N/OCCCSC)NC1=C(C=C(C=C1)I)F ((E)-3,4-difluoro-2-(2-fluoro-4-iodo-phenylamino)-N-(2-hydroxy-ethoxy)-5-[(3-methylsulfanyl-propoxyimino)-methyl]-benzamide), ClC(C(=O)O)Cl (dichloroacetic acid). Product: FC=1C(=C(C(=O)NOCCO)C=C(C1F)CNOCCCSC)NC1=C(C=C(C=C1)I)F (3,4-difluoro-2-(2-fluoro-4-iodo-phenylamino)-N-(2-hydroxy-ethoxy)-5-[(3-methylsulfanyl-prop oxyamino)-methyl]-benzamide). Isolated yield 79.0%. RXN SMILES: [F:1][C:2]1[C:3]([NH:24][C:25]2[CH:30]=[CH:29][C:28]([I:31])=[CH:27][C:26]=2[F:32])=[C:4]([CH:12]=[C:13](/[CH:16]=[N:17]/[O:18][CH2:19][CH2:20][CH2:21][S:22][CH3:23])[C:14]=1[F:15])[C:5]([NH:7][O:8][CH2:9][CH2:10][OH:11])=[O:6].ClC(Cl)C(O)=O>>[F:1][C:2]1[C:3]([NH:24][C:25]2[CH:30]=[CH:29][C:28]([I:31])=[CH:27][C:26]=2[F:32])=[C:4]([CH:12]=[C:13]([CH2:16][NH:17][O:18][CH2:19][CH2:20][CH2:21][S:22][CH3:23])[C:14]=1[F:15])[C:5]([NH:7][O:8][CH2:9][CH2:10][OH:11])=[O:6]. Procedure details: The title compound was obtained by a procedure similar to that in Step C of Example 9. Namely, (E)-3,4-difluoro-2-(2-fluoro-4-iodo-phenylamino)-N-(2-hydroxy-ethoxy)-5-[(3-methylsulfanyl-propoxyimino)-methyl]-benzamide was reduced with borane-pyridine complex in the presence of dichloroacetic acid to give 3,4-difluoro-2-(2-fluoro-4-iodo-phenylamino)-N-(2-hydroxy-ethoxy)-5-[(3-methylsulfanyl-prop oxyamino)-methyl]-benzamide (26.54 mg, 79%). RXN SMILES: [Br:17][c:18]1[cH:19][c:20]([NH2:21])[cH:22][cH:23][c:24]1[Br:25].[C:26](=[O:27])([OH:28])[O-:29].[CH3:31][CH2:32][OH:33].[Cl:1][c:2]1[c:3]([C:15]#[N:16])[cH:4][n:5][c:6]2[cH:7][cH:8][c:9]([N+:12](=[O:13])[O-:14])[cH:10][c:11]12.[Na+:30]>>[c:2]1([NH:21][c:20]2[cH:19][c:18]([Br:17])[c:24]([Br:25])[cH:23][cH:22]2)[c:3]([C:15]#[N:16])[cH:4][n:5][c:6]2[cH:7][cH:8][c:9]([N+:12](=[O:13])[O-:14])[cH:10][c:11]12. The product is N#Cc1cnc2ccc([N+](=O)[O-])cc2c1Nc1ccc(Br)c(Br)c1. Reactants: Nc1ccc(Br)c(Br)c1, O=C([O-])O, CCO, N#Cc1cnc2ccc([N+](=O)[O-])cc2c1Cl, [Na+].